From a dataset of the Open Reaction Database (ORD), a public repository of structured organic reaction records. describe an organic reaction: reactants, conditions, products, and yield The reactants are N(=NC(C#N)(CC(C)C)C)C(C#N)(CC(C)C)C (2,2′-azobis (2,4-dimethylvaleronitrile)), C(C(=C)C)(=O)O (methacrylic acid), C=CC1=CC=C(C=C1)S(=O)(=O)[O-].[Na+] (sodium p-styrenesulfonate), S(=O)(=O)([O-])[O-].[Na+].[Na+] (sodium sulfate). Run in C(C=C)(=O)OC (methyl acrylate), C(=C)C1=C(C=CC=C1)C=C (divinylbenzene), O (water), O (water). Yields the product C(C=C)(=O)OC.C(=C)C1=C(C=CC=C1)C=C (methyl acrylate divinylbenzene). Reaction SMILES: [C:1]([OH:6])(=[O:5])[C:2](C)=[CH2:3].[CH2:7]=[CH:8][C:9]1[CH:14]=[CH:13][C:12](S([O-])(=O)=O)=[CH:11][CH:10]=1.[Na+].S([O-])([O-])(=O)=O.[Na+].[Na+].N(C(C)(CC(C)C)C#N)=N[C:29](C)(CC(C)C)[C:30]#N>O.C(OC)(=O)C=C.C(C1C=CC=CC=1C=C)=C>[C:1]([O:6][CH3:7])(=[O:5])[CH:2]=[CH2:3].[CH:8]([C:9]1[CH:14]=[CH:13][CH:12]=[CH:11][C:10]=1[CH:29]=[CH2:30])=[CH2:7] |f:1.2,3.4.5,10.11|. Reported procedure: A water-soluble polymer (300 parts) consisting of methacrylic acid and sodium p-styrenesulfonate (70:30) and 30 parts of sodium sulfate were dissolved in 6600 parts of water and placed in a polymerization vessel equipped with a paddle-shaped stirrer. After that, 15 parts of 2,2′-azobis (2,4-dimethylvaleronitrile) were dissolved in a mixture of 2900 parts of methyl acrylate and 150 parts of divinylbenzene, placed in a polymerization vessel and subjected to a suspension polymerization at 60° C. fo... Starting materials: NC1=CC(=C(OC2=C3C(=NC=C2)C=C(S3)C(=O)NN(C)C)C=C1)F (7-(4-Amino-2-fluorophenoxy)-N′,N′-dimethylthieno[3,2-b]pyridine-2-carbohydrazide), COC1=C(C=CC=C1)NC(CC(=O)O)=O (3-(2-Methoxyphenylamino)-3-oxopropanoic acid), C(CCl)Cl (EDC), CN(C)C=O (DMF), COC1=C(C=CC=C1)NC(CC(=O)O)=O (3-(2-Methoxyphenylamino)-3-oxopropanoic acid), C(CCl)Cl (EDC). Run in CCOC(=O)C (EtOAc). Conditions: time 6 hour. Yields the product CN(NC(=O)C1=CC2=NC=CC(=C2S1)OC1=C(C=C(C=C1)N(C(CC(=O)N)=O)C1=C(C=CC=C1)OC)F)C (N′-(4-(2-(2,2-Dimethylhydrazinecarbonyl)thieno[3,2-b]pyridin-7-yloxy)-3-fluorophenyl)-N3-(2-methoxyphenyl)malonamide). Yield: 67.0%. RXN SMILES: N[C:2]1[CH:23]=[CH:22][C:5]([O:6][C:7]2[CH:12]=[CH:11][N:10]=[C:9]3[CH:13]=[C:14]([C:16]([NH:18][N:19]([CH3:21])[CH3:20])=[O:17])[S:15][C:8]=23)=[C:4]([F:24])[CH:3]=1.[CH3:25][O:26][C:27]1[CH:32]=[CH:31][CH:30]=[CH:29][C:28]=1[NH:33][C:34](=[O:39])[CH2:35][C:36]([OH:38])=O.C(Cl)CCl.C[N:45](C=O)C>CCOC(C)=O>[CH3:20][N:19]([CH3:21])[NH:18][C:16]([C:14]1[S:15][C:8]2[C:9](=[N:10][CH:11]=[CH:12][C:7]=2[O:6][C:5]2[CH:22]=[CH:23][C:2]([N:33]([C:28]3[CH:29]=[CH:30][CH:31]=[CH:32][C:27]=3[O:26][CH3:25])[C:34](=[O:39])[CH2:35][C:36]([NH2:45])=[O:38])=[CH:3][C:4]=2[F:24])[CH:13]=1)=[O:17]. Procedure details: A solution of 7-(4-amino-2-fluorophenoxy)-N′,N′-dimethylthieno[3,2-b]pyridine-2-carbohydrazide 239 (200 mg, 0.578 mmol), 3-(2-methoxyphenylamino)-3-oxopropanoic acid 27 (195 mg, 0.693 mmol), and EDC (230 mg, 0.693 mmol) in DMF (8.3 mL) was stirred overnight at room temperature. More 27 (195 mg, 0.693 mmol) and EDC (230 mg, 0.693 mmol) were added and the mixture stirred 6 h more. The crude was diluted with EtOAc, extracted with water, over with anhydrous Na2SO4, and concentrated under reduced pre... Product: OCc1cc(C2OC(COCc3ccccc3)C(OCc3ccccc3)C(OCc3ccccc3)C2OCc2ccccc2)ccc1Cl. Starting materials: C1CCOC1, CCCC[N+](CCCC)(CCCC)CCCC, CC(C)[Si](OCc1cc(C2OC(COCc3ccccc3)C(OCc3ccccc3)C(OCc3ccccc3)C2OCc2ccccc2)ccc1Cl)(C(C)C)C(C)C, [F-]. As a reaction SMILES: [CH2:77]1[O:78][CH2:79][CH2:80][CH2:81]1.[CH3:60][CH2:61][CH2:62][CH2:63][N+:64]([CH2:65][CH2:66][CH2:67][CH3:68])([CH2:69][CH2:70][CH2:71][CH3:72])[CH2:73][CH2:74][CH2:75][CH3:76].[Cl:1][c:2]1[c:3]([CH2:4][O:5][Si:6]([CH:7]([CH3:8])[CH3:9])([CH:10]([CH3:11])[CH3:12])[CH:13]([CH3:14])[CH3:15])[cH:16][c:17]([CH:20]2[O:21][CH:22]([CH2:50][O:51][CH2:52][c:53]3[cH:54][cH:55][cH:56][cH:57][cH:58]3)[CH:23]([O:42][CH2:43][c:44]3[cH:45][cH:46][cH:47][cH:48][cH:49]3)[CH:24]([O:34][CH2:35][c:36]3[cH:37][cH:38][cH:39][cH:40][cH:41]3)[CH:25]2[O:26][CH2:27][c:28]2[cH:29][cH:30][cH:31][cH:32][cH:33]2)[cH:18][cH:19]1.[F-:59]>>[Cl:1][c:2]1[c:3]([CH2:4][OH:5])[cH:16][c:17]([CH:20]2[O:21][CH:22]([CH2:50][O:51][CH2:52][c:53]3[cH:54][cH:55][cH:56][cH:57][cH:58]3)[CH:23]([O:42][CH2:43][c:44]3[cH:45][cH:46][cH:47][cH:48][cH:49]3)[CH:24]([O:34][CH2:35][c:36]3[cH:37][cH:38][cH:39][cH:40][cH:41]3)[CH:25]2[O:26][CH2:27][c:28]2[cH:29][cH:30][cH:31][cH:32][cH:33]2)[cH:18][cH:19]1. Reactants: NC=1C=C(C=CC1C#N)CCC(=O)OC(C)(C)C (tert-butyl 3-(3-amino-4-cyanophenyl)propanoate), solution, C(C(=O)Cl)(=O)Cl (oxalyl chloride), ClC1=CC=C(C=C1)[C@@H](C(=O)O)[C@H](C(F)(F)F)C ((2S,3R)-2-(4-chlorophenyl)-4,4,4-trifluoro-3-methylbutanoic acid), C(C)(C)N(C(C)C)CC (N,N-diisopropylethylamine). Reagents/catalysts: CN(C)C=O (DMF). Solvent: O (water), C1CCOC1 (THF), ClCCl (dichloromethane), ClCCl (dichloromethane). Conditions: temperature 0 celsius, time 1 hour. Yields the product ClC1=CC=C(C=C1)[C@@H](C(=O)NC=1C=C(C=CC1C#N)CCC(=O)OC(C)(C)C)[C@H](C(F)(F)F)C (tert-butyl 3-(3-{[(2S,3R)-2-(4-chlorophenyl)-4,4,4-trifluoro-3-methylbutanoyl]amino}-4-cyano-phenyl)propanoate). RXN SMILES: C(Cl)(=O)C(Cl)=O.[Cl:7][C:8]1[CH:13]=[CH:12][C:11]([C@H:14]([C@@H:18]([CH3:23])[C:19]([F:22])([F:21])[F:20])[C:15]([OH:17])=O)=[CH:10][CH:9]=1.C(N(CC)C(C)C)(C)C.[NH2:33][C:34]1[CH:35]=[C:36]([CH2:42][CH2:43][C:44]([O:46][C:47]([CH3:50])([CH3:49])[CH3:48])=[O:45])[CH:37]=[CH:38][C:39]=1[C:40]#[N:41]>ClCCl.CN(C=O)C.C1COCC1.O>[Cl:7][C:8]1[CH:9]=[CH:10][C:11]([C@H:14]([C@@H:18]([CH3:23])[C:19]([F:22])([F:21])[F:20])[C:15]([NH:33][C:34]2[CH:35]=[C:36]([CH2:42][CH2:43][C:44]([O:46][C:47]([CH3:50])([CH3:49])[CH3:48])=[O:45])[CH:37]=[CH:38][C:39]=2[C:40]#[N:41])=[O:17])=[CH:12][CH:13]=1. Procedure details: At 0° C., 155 μl (0.31 mmol) of a 2 M solution of oxalyl chloride in dichloromethane and one drop of DMF were added to a solution of 41.3 mg (0.16 mmol) of (2S,3R)-2-(4-chlorophenyl)-4,4,4-trifluoro-3-methylbutanoic acid in 1.16 ml of dichloromethane. After 1 h of stirring at 0° C., the mixture was concentrated, the residue that remained was dissolved in 1 ml of THF, 32 μl (0.19 mmol) of N,N-diisopropylethylamine were added, the mixture was cooled to 0° C. and a solution of 42 mg (0.17 mmol) of ... Starting materials: C1(=CC=CC=C1)C1=CNC(C2=CC=CC=C12)=O (4-phenyl-1(2H)-isoquinolone), C([O-])([O-])=O.[K+].[K+] (potassium carbonate), ClCCCO (3-chloropropanol). Solvent: CN(C=O)C (dimethylformamide). Conditions: temperature 100 celsius, time 2 hour. The product is OCCCN1C(C2=CC=CC=C2C(=C1)C1=CC=CC=C1)=O (2-(3-hydroxypropyl)-4-phenyl-1(2H)-isoquinolone). Isolated yield 82.4%. As a reaction SMILES: [C:1]1([C:7]2[C:16]3[C:11](=[CH:12][CH:13]=[CH:14][CH:15]=3)[C:10](=[O:17])[NH:9][CH:8]=2)[CH:6]=[CH:5][CH:4]=[CH:3][CH:2]=1.C(=O)([O-])[O-].[K+].[K+].Cl[CH2:25][CH2:26][CH2:27][OH:28]>CN(C)C=O>[OH:28][CH2:27][CH2:26][CH2:25][N:9]1[CH:8]=[C:7]([C:1]2[CH:2]=[CH:3][CH:4]=[CH:5][CH:6]=2)[C:16]2[C:11](=[CH:12][CH:13]=[CH:14][CH:15]=2)[C:10]1=[O:17] |f:1.2.3|. Reported procedure: A mixture of 22.1 g of 4-phenyl-1(2H)-isoquinolone, 20 g of anhydrous potassium carbonate and 100 ml of dimethylformamide was stirred for 2 hours at 100° C. Then, 11 g of 3-chloropropanol was added to the resulting solution and the mixture was stirred at 110° C. for 5 hours. After completion of the reaction, the solvent was distilled off, and the residue was dissolved in dichloromethane. Water was added to the resulting solution and, after thoroughly stirring, the dichloromethane layer was separ... The reactants are C=CC(=O)OCC, C1CN2CCN1CC2, [CH3], CCOCC, Cc1cc(C=O)c(Cl)nc1-c1ccccc1. Yields the product C=C(C(=O)OCC)C(O)c1cc(C)c(-c2ccccc2)nc1Cl. Reaction SMILES: [C:26]([CH:27]=[CH2:28])(=[O:29])[O:30][CH2:31][CH3:32].[CH2:17]1[N:18]2[CH2:19][CH2:20][N:21]([CH2:22][CH2:23]2)[CH2:24]1.[CH3:25].[CH3:33][CH2:34][O:35][CH2:36][CH3:37].[Cl:1][c:2]1[c:3]([CH:4]=[O:5])[cH:6][c:7]([CH3:16])[c:8](-[c:10]2[cH:11][cH:12][cH:13][cH:14][cH:15]2)[n:9]1>>[Cl:1][c:2]1[c:3]([CH:4]([OH:5])[C:27]([C:26](=[O:29])[O:30][CH2:31][CH3:32])=[CH2:28])[cH:6][c:7]([CH3:16])[c:8](-[c:10]2[cH:11][cH:12][cH:13][cH:14][cH:15]2)[n:9]1.